Dataset: the Open Reaction Database (ORD), a public repository of structured organic reaction records. Task: describe an organic reaction: reactants, conditions, products, and yield Reactants: COC(=O)Oc1ccc(C(=O)OC(C)(C)C)cc1 (substrate), COc1ccc(B(O)O)cc1 (effective_coupling_partner). The reagents and catalysts are dcypf. Conditions: temperature 60 celsius, time 72 hour. Yields the product COc2ccc(c1ccc(C(=O)OC(C)(C)C)cc1)cc2.